From a dataset of the Open Reaction Database (ORD), a public repository of structured organic reaction records. describe an organic reaction: reactants, conditions, products, and yield Product: COc1ccc(CCNC(=O)CCCCCCCCc2ccccc2)cc1OC. The reactants are COc1ccc(CCN)cc1OC, CC(C)O, ClCCl, O, O=C(O)CCCCCCCCc1ccccc1. Reaction SMILES: [CH3:18][O:19][c:20]1[cH:21][c:22]([CH2:28][CH2:29][NH2:30])[cH:23][cH:24][c:25]1[O:26][CH3:27].[CH3:32][CH:33]([OH:34])[CH3:35].[Cl:36][CH2:37][Cl:38].[OH2:31].[c:1]1([CH2:7][CH2:8][CH2:9][CH2:10][CH2:11][CH2:12][CH2:13][CH2:14][C:15](=[O:16])[OH:17])[cH:2][cH:3][cH:4][cH:5][cH:6]1>>[c:1]1([CH2:7][CH2:8][CH2:9][CH2:10][CH2:11][CH2:12][CH2:13][CH2:14][C:15](=[O:17])[NH:30][CH2:29][CH2:28][c:22]2[cH:21][c:20]([O:19][CH3:18])[c:25]([O:26][CH3:27])[cH:24][cH:23]2)[cH:2][cH:3][cH:4][cH:5][cH:6]1.